From a dataset of the Open Reaction Database (ORD), a public repository of structured organic reaction records. describe an organic reaction: reactants, conditions, products, and yield The reactants are NC(=O)CCC(=O)NBr, CC#N, Nc1cccc([N+](=O)[O-])n1. The product is Nc1ccc(Br)c([N+](=O)[O-])n1. RXN SMILES: [Br:11][NH:12][C:13](=[O:14])[CH2:15][CH2:16][C:17]([NH2:18])=[O:19].[CH3:20][C:21]#[N:22].[N+:1](=[O:2])([O-:3])[c:4]1[cH:5][cH:6][cH:7][c:8]([NH2:10])[n:9]1>>[N+:1](=[O:2])([O-:3])[c:4]1[c:5]([Br:11])[cH:6][cH:7][c:8]([NH2:10])[n:9]1. Reactants: NC=1C=CC=C2C=CC(NC12)=O (8-Aminocarbostyril), Br.BrCCNCCBr (bis(β-bromoethyl)amine hydrobromide), C([O-])([O-])=O.[Na+].[Na+] (sodium carbonate). The solvent is CN(C)C=O (DMF). Conditions: time 10 hour. Product: Br.N1(CCNCC1)C=1C=CC=C2C=CC(NC12)=O (8-(1-piperazinyl)carbostyril hydrobromide). Isolated yield 17.0%. As a reaction SMILES: [NH2:1][C:2]1[CH:3]=[CH:4][CH:5]=[C:6]2[C:11]=1[NH:10][C:9](=[O:12])[CH:8]=[CH:7]2.Br.[Br:14][CH2:15][CH2:16][NH:17][CH2:18][CH2:19]Br.C(=O)([O-])[O-].[Na+].[Na+]>CN(C=O)C>[BrH:14].[N:1]1([C:2]2[CH:3]=[CH:4][CH:5]=[C:6]3[C:11]=2[NH:10][C:9](=[O:12])[CH:8]=[CH:7]3)[CH2:19][CH2:18][NH:17][CH2:16][CH2:15]1 |f:1.2,3.4.5,7.8|. Procedure details: 8-Aminocarbostyril (15.47 g, 96.6 mmols) and bis(β-bromoethyl)amine hydrobromide (33 g, 106 mmols) were suspended in DMF and the suspension was stirred at 70° to 80° C. for 10 hours. After adding 5.1 g of sodium carbonate the reaction mixture was stirred at the same temperature as above for 7 hours. After distilling off the solvent under reduced pressure, methanol was added to the residue to crystallize. The crude crystals thus obtained were recrystallized from methanol-ether to give 5.1 g of 8-... Product: ClC1=NC(=NC(=C1)N1C[C@H](OC[C@H]1C)C)NC (4-Chloro-6-[(2R,5R)-2,5-dimethyl-4-morpholinyl]-N-methyl-2-pyrimidinamine). Reactants: C[C@@H]1CN[C@@H](CO1)C ((2R,5R)-2,5-dimethylmorpholine), ClC1=NC(=NC(=C1)Cl)NC (4,6-dichloro-N-methyl-2-pyrimidinamine), CCN(C(C)C)C(C)C (Hunig's base). Reaction SMILES: [CH3:1][C@H:2]1[O:7][CH2:6][C@@H:5]([CH3:8])[NH:4][CH2:3]1.[Cl:9][C:10]1[CH:15]=[C:14](Cl)[N:13]=[C:12]([NH:17][CH3:18])[N:11]=1.CCN(C(C)C)C(C)C>CC#N>[Cl:9][C:10]1[CH:15]=[C:14]([N:4]2[C@H:5]([CH3:8])[CH2:6][O:7][C@H:2]([CH3:1])[CH2:3]2)[N:13]=[C:12]([NH:17][CH3:18])[N:11]=1. Reported procedure: To a solution of (2R,5R)-2,5-dimethylmorpholine (400 mg, 3.47 mmol) and 4,6-dichloro-N-methyl-2-pyrimidinamine (742 mg, 4.17 mmol) in CH3CN (5 mL) stirred at room temperature was added Hunig's base (1.213 mL, 6.95 mmol). The reaction vessel was sealed and heated in Biotage Initiator using initial normal to 120° C. for 1 hour. After cooling the reaction, the mixture was concentrated under reduced pressure and the residue was added to a silica gel column and was eluted with Hex/EtOAc (10:1 to 3:1)... Run in CC#N (CH3CN). Reactants: [BH4-].[Na+] (Sodium borohydride), NC1=NC=C(C2=C1C(=CS2)C2=CC(=C(C=C2)NC(=O)C=2N(C1=CC=CC=C1C2)C)OC)C2=C(SC=C2)C=O (N-{4-[4-amino-7-(2-formylthien-3-yl)thieno[3,2-c]pyridin-3-yl]-2-methoxyphenyl}-1-methyl-1H-indole-2-carboxamide). The solvent is CN(C=O)C (N, N-dimethylforamide), C(Cl)Cl (methylene chloride). Reaction conditions: time 20 hour. Yields the product NC1=NC=C(C2=C1C(=CS2)C2=CC(=C(C=C2)NC(=O)C=2N(C1=CC=CC=C1C2)C)OC)C2=C(SC=C2)CO (N-(4-{4-amino-7-[2-(hydroxymethyl)thien-3-yl]thieno[3,2-c]pyridin-3-yl}-2-methoxyphenyl)-1-methyl-1H-indole-2-carboxamide). Isolated yield 29.9%. RXN SMILES: [BH4-].[Na+].[NH2:3][C:4]1[C:9]2[C:10]([C:13]3[CH:18]=[CH:17][C:16]([NH:19][C:20]([C:22]4[N:23]([CH3:31])[C:24]5[C:29]([CH:30]=4)=[CH:28][CH:27]=[CH:26][CH:25]=5)=[O:21])=[C:15]([O:32][CH3:33])[CH:14]=3)=[CH:11][S:12][C:8]=2[C:7]([C:34]2[CH:38]=[CH:37][S:36][C:35]=2[CH:39]=[O:40])=[CH:6][N:5]=1>CN(C)C=O.C(Cl)Cl>[NH2:3][C:4]1[C:9]2[C:10]([C:13]3[CH:18]=[CH:17][C:16]([NH:19][C:20]([C:22]4[N:23]([CH3:31])[C:24]5[C:29]([CH:30]=4)=[CH:28][CH:27]=[CH:26][CH:25]=5)=[O:21])=[C:15]([O:32][CH3:33])[CH:14]=3)=[CH:11][S:12][C:8]=2[C:7]([C:34]2[CH:38]=[CH:37][S:36][C:35]=2[CH2:39][OH:40])=[CH:6][N:5]=1 |f:0.1|. Procedure: Sodium borohydride (9.4 mg, 0.223 mmol) was added to a mixture of N-{4-[4-amino-7-(2-formylthien-3-yl)thieno[3,2-c]pyridin-3-yl]-2-methoxyphenyl}-1-methyl-1H-indole-2-carboxamide (40.0 mg, 0.0743 mmol) in N, N-dimethylforamide (5 mL) under an atmosphere of nitrogen gas. The solution was stirred for 20 hours at room temperature after which it was diluted with methylene chloride and was washed with water (10 mL) and brine (10 mL). The organics were dried over magnesium sulfate and the solvent was ...